Dataset: the Open Reaction Database (ORD), a public repository of structured organic reaction records. Task: describe an organic reaction: reactants, conditions, products, and yield The reactants are C, CN1C(=O)C(c2c[nH]c3ccc(F)cc23)=C(c2c[nH]c3ccc(F)cc23)C1=O, CN(C)C=O, [Pd]. The product is CN1C(=O)C(c2c[nH]c3ccc(F)cc23)C(c2c[nH]c3ccc(F)cc23)C1=O. RXN SMILES: [C:34].[F:1][c:2]1[cH:3][c:4]2[c:5]([C:11]3=[C:16]([c:17]4[cH:18][nH:19][c:20]5[cH:21][cH:22][c:23]([F:26])[cH:24][c:25]45)[C:15](=[O:27])[N:14]([CH3:28])[C:12]3=[O:13])[cH:6][nH:7][c:8]2[cH:9][cH:10]1.[O:29]=[CH:30][N:31]([CH3:32])[CH3:33].[Pd:35]>>[F:1][c:2]1[cH:3][c:4]2[c:5]([CH:11]3[C:12](=[O:13])[N:14]([CH3:28])[C:15](=[O:27])[CH:16]3[c:17]3[cH:18][nH:19][c:20]4[cH:21][cH:22][c:23]([F:26])[cH:24][c:25]34)[cH:6][nH:7][c:8]2[cH:9][cH:10]1. Reactants: [Al+3], CCOC(=O)c1oc(-c2ccc(Cl)cc2)nc1C, [H-], [H-], [H-], [H-], [Li+], C1CCOC1. The product is Cc1nc(-c2ccc(Cl)cc2)oc1CO. As a reaction SMILES: [Al+3:20].[Cl:1][c:2]1[cH:3][cH:4][c:5](-[c:8]2[o:9][c:10]([C:14](=[O:15])[O:16][CH2:17][CH3:18])[c:11]([CH3:13])[n:12]2)[cH:6][cH:7]1.[H-:19].[H-:22].[H-:23].[H-:24].[Li+:21].[O:25]1[CH2:26][CH2:27][CH2:28][CH2:29]1>>[Cl:1][c:2]1[cH:3][cH:4][c:5](-[c:8]2[o:9][c:10]([CH2:14][OH:15])[c:11]([CH3:13])[n:12]2)[cH:6][cH:7]1. Yields the product Cl.Cl.C(CCC)C=1N=NC(=CC1C1=CC(=C(C=C1)OC1CCCCC1)C=1OC=CN1)OC1CCNCC1 (3-butyl-4-(4-cyclohexyloxy-3-oxazol-2-yl-phenyl)-6-(piperidin-4-yloxy)-pyridazine dihydrochloride salt). Starting materials: C(C)(C)(C)OC(=O)N1CCC(CC1)OC=1N=NC(=C(C1)C1=CC(=C(C=C1)OC1CCCCC1)C=1OC=CN1)CCCC (4-[6-Butyl-5-(4-cyclohexyloxy-3-oxazol-2-yl-phenyl)-pyridazin-3-yloxy]-piperidine-1-carboxylic acid tert-butyl ester), C(Cl)Cl (DCM). Run in Cl (HCl), O1CCOCC1 (dioxane). Reported procedure: To a stirring solution of 4-[6-Butyl-5-(4-cyclohexyloxy-3-oxazol-2-yl-phenyl)-pyridazin-3-yloxy]-piperidine-1-carboxylic acid tert-butyl ester (0.08 g, 0.13 mmol) in DCM, 2.0 mL of 4.0 M HCl in dioxane was added and stirring continued for 30 min. Solvent evaporated, resulting solid was washed with ether, dried to get 3-butyl-4-(4-cyclohexyloxy-3-oxazol-2-yl-phenyl)-6-(piperidin-4-yloxy)-pyridazine dihydrochloride salt (60 mg) As a reaction SMILES: C(OC([N:8]1[CH2:13][CH2:12][CH:11]([O:14][C:15]2[N:16]=[N:17][C:18]([CH2:39][CH2:40][CH2:41][CH3:42])=[C:19]([C:21]3[CH:26]=[CH:25][C:24]([O:27][CH:28]4[CH2:33][CH2:32][CH2:31][CH2:30][CH2:29]4)=[C:23]([C:34]4[O:35][CH:36]=[CH:37][N:38]=4)[CH:22]=3)[CH:20]=2)[CH2:10][CH2:9]1)=O)(C)(C)C.C(Cl)[Cl:44]>Cl.O1CCOCC1>[ClH:44].[ClH:44].[CH2:39]([C:18]1[N:17]=[N:16][C:15]([O:14][CH:11]2[CH2:12][CH2:13][NH:8][CH2:9][CH2:10]2)=[CH:20][C:19]=1[C:21]1[CH:26]=[CH:25][C:24]([O:27][CH:28]2[CH2:29][CH2:30][CH2:31][CH2:32][CH2:33]2)=[C:23]([C:34]2[O:35][CH:36]=[CH:37][N:38]=2)[CH:22]=1)[CH2:40][CH2:41][CH3:42] |f:4.5.6|. Reaction conditions: time 30 minute. Reactants: CN1CCOCC1 (4-methylmorpholine), Cl.CN(CCCN=C=NCC)C (N-(3-dimethylaminopropyl)-N′-ethylcarbodiimide hydrochloride), [Cl-].ClC1=CC=C(C=C1)NC(=O)[C@@H]1[NH2+]CCC1 ((R)-2-(4-chlorophenylcarbamoyl)pyrrolidinium chloride), O=C1N(CCOC1)C1=CC=C(C=C1)CC(=O)O (4-(3-oxomorpholin-4-yl)phenylacetic acid). Solvent: CN(C)C=O (DMF), O (water). Conditions: time 18 hour. Yields the product ClC1=CC=C(C=C1)NC(=O)[C@@H]1N(CCC1)C(CC1=CC=C(C=C1)N1C(COCC1)=O)=O (N-(4-chlorophenyl)-(R)-1-{2-[4-(3-oxomorpholin-4-yl)phenyl]acetyl}pyrrolidine-2-carboxamide). As a reaction SMILES: CN1CCOCC1.Cl.CN(C)CCCN=C=NCC.[Cl-].[Cl:21][C:22]1[CH:27]=[CH:26][C:25]([NH:28][C:29]([C@H:31]2[CH2:35][CH2:34][CH2:33][NH2+:32]2)=[O:30])=[CH:24][CH:23]=1.[O:36]=[C:37]1[CH2:42][O:41][CH2:40][CH2:39][N:38]1[C:43]1[CH:48]=[CH:47][C:46]([CH2:49][C:50](O)=[O:51])=[CH:45][CH:44]=1>CN(C=O)C.O>[Cl:21][C:22]1[CH:23]=[CH:24][C:25]([NH:28][C:29]([C@H:31]2[CH2:35][CH2:34][CH2:33][N:32]2[C:50](=[O:51])[CH2:49][C:46]2[CH:45]=[CH:44][C:43]([N:38]3[CH2:39][CH2:40][O:41][CH2:42][C:37]3=[O:36])=[CH:48][CH:47]=2)=[O:30])=[CH:26][CH:27]=1 |f:1.2,3.4|. Reported procedure: 0.26 ml (2.4 mmol) of 4-methylmorpholine and 230 mg (1.2 mmol) of N-(3-dimethylaminopropyl)-N′-ethylcarbodiimide hydrochloride (DAPECI) are added to a solution of 261 mg (1.00 mmol) of (R)-2-(4-chlorophenylcarbamoyl)pyrrolidinium chloride and 235 mg (1.00 mmol) of 4-(3-oxomorpholin-4-yl)phenylacetic acid in 2 ml of DMF, and the mixture is stirred at room temperature for 18 hours. The reaction mixture is introduced into water, and the precipitate formed is filtered off, giving N-(4-chlorophenyl)-... The reactants are C1CCOC1, [Li+], COC(=O)c1ccccc1CN1C(=O)C2(COc3cc4c(cc32)OCO4)c2ccccc21, [OH-], O, O. The product is O=C(O)c1ccccc1CN1C(=O)C2(COc3cc4c(cc32)OCO4)c2ccccc21. Reaction SMILES: [CH2:36]1[O:37][CH2:38][CH2:39][CH2:40]1.[Li+:35].[O:1]=[C:2]1[N:3]([CH2:22][c:23]2[c:24]([C:25](=[O:26])[O:27][CH3:28])[cH:29][cH:30][cH:31][cH:32]2)[c:4]2[cH:5][cH:6][cH:7][cH:8][c:9]2[C:10]12[CH2:11][O:12][c:13]1[c:14]2[cH:15][c:16]2[c:17]([cH:21]1)[O:18][CH2:19][O:20]2.[OH-:34].[OH2:33].[OH2:41]>>[O:1]=[C:2]1[N:3]([CH2:22][c:23]2[c:24]([C:25](=[O:26])[OH:27])[cH:29][cH:30][cH:31][cH:32]2)[c:4]2[cH:5][cH:6][cH:7][cH:8][c:9]2[C:10]12[CH2:11][O:12][c:13]1[c:14]2[cH:15][c:16]2[c:17]([cH:21]1)[O:18][CH2:19][O:20]2. Reactants: O (water), C(C=C)O (allyl alcohol), N1=CC=CC=C1 (pyridine), 4, acid chloride, acid chloride, C(C)(C)(C)N=NC(CCC(=O)Cl)(C)C#N (4-t-butylazo-4-cyanovaleryl chloride). The solvent is CCOCC (ether), CCOCC (ether). Conditions: time 2 hour. The product is C(C)(C)(C)N=NC(CCC(=O)OCC=C)(C)C#N (Allyl 4-t-Butylazo-4-cyanovalerate). As a reaction SMILES: [CH2:1]([OH:4])[CH:2]=[CH2:3].N1C=CC=CC=1.[C:11]([N:15]=[N:16][C:17]([C:24]#[N:25])([CH3:23])[CH2:18][CH2:19][C:20](Cl)=[O:21])([CH3:14])([CH3:13])[CH3:12].O>CCOCC>[C:11]([N:15]=[N:16][C:17]([C:24]#[N:25])([CH3:23])[CH2:18][CH2:19][C:20]([O:4][CH2:1][CH:2]=[CH2:3])=[O:21])([CH3:14])([CH3:13])[CH3:12]. Reported procedure: To a solution of 2.32 g (0.040 m) of allyl alcohol and 10 ml of pyridine in 50 ml of ether cooled to 10° C. in a 250 ml 4 neck round bottom flask was added a solution of 10 g (0.0435 m) of 4-t-butylazo-4-cyanovaleryl chloride* in 10 ml ether. The acid chloride solution was added dropwise holding the reaction temperature below 20° C. After the addition was complete, the reaction was stirred an additional 2 hours at room temperature and poured into 100 ml water. The ether layer was separated, wash... Reactants: CC#N, CCOC(C)=O, CCN(C(C)C)C(C)C, COc1cc(Cl)c(N)cc1OCc1c(OC)ccc(F)c1F, CCOC(=O)c1cnc(OC)nc1Cl, Cl, O. Yields the product CCOC(=O)c1cnc(OC)nc1Nc1cc(OCc2c(OC)ccc(F)c2F)c(OC)cc1Cl. As a reaction SMILES: [CH3:48][C:49]#[N:50].[CH3:51][CH2:52][O:53][C:54](=[O:55])[CH3:56].[CH:38]([N:39]([CH2:40][CH3:41])[CH:42]([CH3:43])[CH3:44])([CH3:45])[CH3:46].[Cl:16][c:17]1[c:18]([NH2:19])[cH:20][c:21]([O:26][CH2:27][c:28]2[c:29]([F:37])[c:30]([F:36])[cH:31][cH:32][c:33]2[O:34][CH3:35])[c:22]([O:24][CH3:25])[cH:23]1.[Cl:1][c:2]1[n:3][c:4]([O:13][CH3:14])[n:5][cH:6][c:7]1[C:8](=[O:9])[O:10][CH2:11][CH3:12].[ClH:15].[OH2:47]>>[c:2]1([NH:19][c:18]2[c:17]([Cl:16])[cH:23][c:22]([O:24][CH3:25])[c:21]([O:26][CH2:27][c:28]3[c:29]([F:37])[c:30]([F:36])[cH:31][cH:32][c:33]3[O:34][CH3:35])[cH:20]2)[n:3][c:4]([O:13][CH3:14])[n:5][cH:6][c:7]1[C:8](=[O:9])[O:10][CH2:11][CH3:12].